This data is from the Open Reaction Database (ORD), a public repository of structured organic reaction records. The task is: describe an organic reaction: reactants, conditions, products, and yield The reactants are N1=CNC2=NC=C(C=C21)NC(C2=C(C=CC(=C2)[N+](=O)[O-])C)=O (N-(3H-Imidazo[4,5-b]pyridin-6-yl)-2-methyl-5-nitro-benzamide). The reagents and catalysts are [Pd] (palladium on charcoal). Solvent: CO (methanol). Reaction conditions: time 3 hour. Product: NC=1C=CC(=C(C(=O)NC=2C=C3C(=NC2)NC=N3)C1)C (5-Amino-N-(3H-imidazo[4,5-b]pyridin-6-yl)-2-methyl-benzamide). As a reaction SMILES: [N:1]1[C:9]2[C:4](=[N:5][CH:6]=[C:7]([NH:10][C:11](=[O:22])[C:12]3[CH:17]=[C:16]([N+:18]([O-])=O)[CH:15]=[CH:14][C:13]=3[CH3:21])[CH:8]=2)[NH:3][CH:2]=1>CO.[Pd]>[NH2:18][C:16]1[CH:15]=[CH:14][C:13]([CH3:21])=[C:12]([CH:17]=1)[C:11]([NH:10][C:7]1[CH:8]=[C:9]2[N:1]=[CH:2][NH:3][C:4]2=[N:5][CH:6]=1)=[O:22]. Procedure: 0.75 g of N-(3H-Imidazo[4,5-b]pyridin-6-yl)-2-methyl-5-nitro-benzamide in 20 ml methanol were hydrogenated over 10% palladium on charcoal at room temperature and atmospheric pressure. After 3 hrs conversion was complete as judged by HPLC/MS and the catalyst was filtered off. The filtrate was evaporated and the residue was used without further purification for the next steps. Product: O=C(O)c1cc(-c2ccccc2)sc1Br. As a reaction SMILES: [CH2:3]([CH3:4])[O:5][C:6](=[O:7])[c:8]1[c:9]([Br:19])[s:10][c:11](-[c:13]2[cH:14][cH:15][cH:16][cH:17][cH:18]2)[cH:12]1.[K+:2].[OH-:1].[OH2:20]>>[O:5]=[C:6]([OH:7])[c:8]1[c:9]([Br:19])[s:10][c:11](-[c:13]2[cH:14][cH:15][cH:16][cH:17][cH:18]2)[cH:12]1. Starting materials: CCOC(=O)c1cc(-c2ccccc2)sc1Br, [K+], [OH-], O. Reactants: O=C1C=CC(=NN1CC1=CC(=CC=C1)C1=NC=C(C=N1)OCC1CCNCC1)C=1C=C(C#N)C=CC1 (3-(6-oxo-1-{3-[5-(piperidin-4-ylmethoxy)pyrimidin-2-yl]benzyl}-1,6-dihydropyridazin-3-yl)benzonitrile), C(C)(=O)O[BH-](OC(C)=O)OC(C)=O.[Na+] (sodium triacetoxyborohydride), C(C)(=O)O[BH-](OC(C)=O)OC(C)=O.[Na+] (sodium triacetoxyborohydride), C(C)(=O)O (acetic acid). Run in CC(=O)C (acetone). Conditions: temperature 40 celsius, time 15 hour. Product: C(C)(C)N1CCC(CC1)COC=1C=NC(=NC1)C=1C=C(CN2N=C(C=CC2=O)C=2C=C(C#N)C=CC2)C=CC1 (3-(1-{3-[5-(1-isopropylpiperidin-4-ylmethoxy)pyrimidin-2-yl]-benzyl}-6-oxo-1,6-dihydropyridazin-3-yl)benzonitrile). Reaction SMILES: [O:1]=[C:2]1[N:7]([CH2:8][C:9]2[CH:14]=[CH:13][CH:12]=[C:11]([C:15]3[N:20]=[CH:19][C:18]([O:21][CH2:22][CH:23]4[CH2:28][CH2:27][NH:26][CH2:25][CH2:24]4)=[CH:17][N:16]=3)[CH:10]=2)[N:6]=[C:5]([C:29]2[CH:30]=[C:31]([CH:34]=[CH:35][CH:36]=2)[C:32]#[N:33])[CH:4]=[CH:3]1.C(O[BH-](O[C:47](=O)[CH3:48])OC(=O)C)(=O)C.[Na+].[C:51](O)(=O)C>CC(C)=O>[CH:47]([N:26]1[CH2:25][CH2:24][CH:23]([CH2:22][O:21][C:18]2[CH:17]=[N:16][C:15]([C:11]3[CH:10]=[C:9]([CH:14]=[CH:13][CH:12]=3)[CH2:8][N:7]3[C:2](=[O:1])[CH:3]=[CH:4][C:5]([C:29]4[CH:30]=[C:31]([CH:34]=[CH:35][CH:36]=4)[C:32]#[N:33])=[N:6]3)=[N:20][CH:19]=2)[CH2:28][CH2:27]1)([CH3:48])[CH3:51] |f:1.2|. Procedure details: 150 mg (0.22 mmol) of 3-(6-oxo-1-{3-[5-(piperidin-4-ylmethoxy)pyrimidin-2-yl]benzyl}-1,6-dihydropyridazin-3-yl)benzonitrile is suspended in 5 ml of acetone, and 94 mg (0.45 mmol) of sodium triacetoxyborohydride are added. 200 μl of acetic acid are added to the reaction mixture, which is then stirred at 40° C. for 15 h. A further 94 mg (0.45 mmol) of sodium triacetoxyborohydride are subsequently added, and the mixture is stirred at 40° C. for 24 h. The reaction mixture is filtered, and the residu... Reactants: Cl.COC1=CC=C(C=C1)NN ((4-methoxyphenyl)-hydrazine hydrochloride salt), [OH-].[Na+] (sodium hydroxide), C(C)=O (acetaldehyde). Run in C1(=CC=CC=C1)C (toluene), C1(=CC=CC=C1)C (toluene), C1(=CC=CC=C1)C (toluene). Conditions: temperature 0 celsius. Product: COC1=CC=C(C=C1)NN=CC (N-(4-methoxyphenyl)-N'-ethylidene hydrazine). As a reaction SMILES: Cl.[CH3:2][O:3][C:4]1[CH:9]=[CH:8][C:7]([NH:10][NH2:11])=[CH:6][CH:5]=1.[OH-].[Na+].[CH:14](=O)[CH3:15]>C1(C)C=CC=CC=1>[CH3:2][O:3][C:4]1[CH:9]=[CH:8][C:7]([NH:10][N:11]=[CH:14][CH3:15])=[CH:6][CH:5]=1 |f:0.1,2.3|. Procedure details: Combine (4-methoxyphenyl)-hydrazine hydrochloride salt (10 g, 57 mmol), sodium hydroxide solution (50 mL, 1M), and extract with toluene. Dry the organic layer over MgSO4, filter, and evaporate in vacuo to give a residue. Combine the residue and toluene (50 mL) and cool to 0° C. Add acetaldehyde (3.5 mL, 63 mmol) dropwise as a solution in toluene (10 mL). When the addition is complete, warm to ambient temperature. After 1 hour at ambient temperature evaporate under a stream of nitrogen to give N-... The reactants are ClC1=NC=C(C(=N1)N[C@@H](C)C=1N(C(C2=C(C=CC=C2C1)C=1C=NC(=NC1)OC)=O)C1=CC=CC=C1)I ((S)-3-(1-((2-chloro-5-iodopyrimidin-4-yl)amino)ethyl)-8-(2-methoxypyrimidin-5-yl)-2-phenylisoquinolin-1 (2H)-one), [OH-].[NH4+] (ammonium hydroxide). The solvent is O1CCOCC1 (1,4-dioxane). Reaction conditions: temperature 110 celsius, time 20 hour. Product: NC1=NC=C(C(=N1)N[C@@H](C)C=1N(C(C2=C(C=CC=C2C1)C=1C=NC(=NC1)OC)=O)C1=CC=CC=C1)I ((S)-3-(1-((2-amino-5-iodopyrimidin-4-yl)amino)ethyl)-8-(2-methoxypyrimidin-5-yl)-2-phenylisoquinolin-1(2H)-one). RXN SMILES: Cl[C:2]1[N:7]=[C:6]([NH:8][C@H:9]([C:11]2[N:12]([C:30]3[CH:35]=[CH:34][CH:33]=[CH:32][CH:31]=3)[C:13](=[O:29])[C:14]3[C:19]([CH:20]=2)=[CH:18][CH:17]=[CH:16][C:15]=3[C:21]2[CH:22]=[N:23][C:24]([O:27][CH3:28])=[N:25][CH:26]=2)[CH3:10])[C:5]([I:36])=[CH:4][N:3]=1.[OH-].[NH4+:38]>O1CCOCC1>[NH2:38][C:2]1[N:7]=[C:6]([NH:8][C@H:9]([C:11]2[N:12]([C:30]3[CH:35]=[CH:34][CH:33]=[CH:32][CH:31]=3)[C:13](=[O:29])[C:14]3[C:19]([CH:20]=2)=[CH:18][CH:17]=[CH:16][C:15]=3[C:21]2[CH:22]=[N:23][C:24]([O:27][CH3:28])=[N:25][CH:26]=2)[CH3:10])[C:5]([I:36])=[CH:4][N:3]=1 |f:1.2|. Procedure details: To a solution of (S)-3-(1-((2-chloro-5-iodopyrimidin-4-yl)amino)ethyl)-8-(2-methoxypyrimidin-5-yl)-2-phenylisoquinolin-1 (2H)-one 3 (800 mg, 1.31 mmol) in anhydrous 1,4-dioxane (4 mL) in a sealed tube, ammonium hydroxide (7 mL) was added and the resulting mixture was stirred at 110° C. for 20 h. The mixture was allowed to cool to RT, quenched with water and extracted with ethyl acetate. The combined organic layers were washed with brine, dried over Na2SO4 and filtered. The filtrate was concentra... The reactants are O=C[C@H](O)[C@@H](O)[C@H](O)[C@H](O)CO (glucose), C(CCCCCCC)N (octylamine), C(C)O (ethanol). Run in CO (methanol). Run at temperature 65 celsius. Yields the product C(CCCCCCC)N[C@H]1[C@H](O)[C@@H](O)[C@H](O)[C@H](O1)CO (N-octyl-β-D-glucopyranosylamine). As a reaction SMILES: O=[CH:2][C@@H:3]([C@H:5]([C@@H:7]([C@@H:9]([CH2:11][OH:12])[OH:10])[OH:8])[OH:6])[OH:4].[CH2:13]([NH2:21])[CH2:14][CH2:15][CH2:16][CH2:17][CH2:18][CH2:19][CH3:20].C(O)C>CO>[CH2:13]([NH:21][C@@H:2]1[O:10][C@H:9]([CH2:11][OH:12])[C@@H:7]([OH:8])[C@H:5]([OH:6])[C@H:3]1[OH:4])[CH2:14][CH2:15][CH2:16][CH2:17][CH2:18][CH2:19][CH3:20]. Procedure details: 54 g of glucose (0.3 mol) are added to a solution of 40 g of octylamine (0.3 mol) in 50 ml of absolute methanol. The reaction mixture is heated to 65° C. for 20 min and then 50 ml of 95% hot ethanol are added. The N-octyl-β-D-glucopyranosylamine which precipitates on cooling (complete precipitation after 2 hours) is filtered off on a Buchner and then recrystallized from absolute ethand (1.5 1). Reactants: C1=CC=CC2=C1CCCCC2=O (6,7,8,9-tetrahydro-benzocyclohepten-5-one), Cl.COC1=CC=C(C=C1)NN (4-methoxy-phenylhydrazine HCl salt). The product is COC=1C=C2C3=C(NC2=CC1)C1=C(CCC3)C=CC=C1 (9-methoxy-5,6,7,12-tetrahydro-benzo[6,7]cyclohepta[1,2-b]indole). As a reaction SMILES: [CH:1]1[C:6]2[CH2:7][CH2:8][CH2:9][CH2:10][C:11](=O)[C:5]=2[CH:4]=[CH:3][CH:2]=1.Cl.[CH3:14][O:15][C:16]1[CH:21]=[CH:20][C:19]([NH:22]N)=[CH:18][CH:17]=1>>[CH3:14][O:15][C:16]1[CH:17]=[C:18]2[C:19](=[CH:20][CH:21]=1)[NH:22][C:11]1[C:5]3[CH:4]=[CH:3][CH:2]=[CH:1][C:6]=3[CH2:7][CH2:8][CH2:9][C:10]2=1 |f:1.2|. Procedure details: Following the procedure described in Example 4, using 6,7,8,9-tetrahydro-benzocyclohepten-5-one (1.10 g, 6.87 mmoL) and 4-methoxy-phenylhydrazine HCl salt (1.20 g, 6.87 mmoL) as the starting material, the title compound was prepared as a brown solid. Starting materials: CC(C)(C)OC(=O)N1CCOc2c(Br)cccc2C1, CCOC(C)=O, CN(C)C=O, NC1CCCCC1N, [K+], [K+], [K+], O=C1CCCN1, C1COCCO1, O, O=P([O-])([O-])[O-]. Yields the product CC(C)(C)OC(=O)N1CCOc2c(cccc2N2CCCC2=O)C1. As a reaction SMILES: [Br:1][c:2]1[cH:3][cH:4][cH:5][c:6]2[c:12]1[O:11][CH2:10][CH2:9][N:8]([C:13](=[O:14])[O:15][C:16]([CH3:17])([CH3:18])[CH3:19])[CH2:7]2.[CH3:42][CH2:43][O:44][C:45](=[O:46])[CH3:47].[CH3:55][N:56]([CH3:57])[CH:58]=[O:59].[CH:34]1([NH2:35])[CH2:36][CH2:37][CH2:38][CH2:39][CH:40]1[NH2:41].[K+:31].[K+:32].[K+:33].[NH:20]1[C:21](=[O:25])[CH2:22][CH2:23][CH2:24]1.[O:49]1[CH2:50][CH2:51][O:52][CH2:53][CH2:54]1.[OH2:48].[P:26]([O-:27])([O-:28])([O-:29])=[O:30]>>[c:2]1([N:20]2[C:21](=[O:25])[CH2:22][CH2:23][CH2:24]2)[cH:3][cH:4][cH:5][c:6]2[c:12]1[O:11][CH2:10][CH2:9][N:8]([C:13](=[O:14])[O:15][C:16]([CH3:17])([CH3:18])[CH3:19])[CH2:7]2. The reactants are BrC=1C=C2C(=C(C=NC2=CC1)C(C)=O)N[C@@H]1CC[C@H](CC1)CN(C)C (1-(6-bromo-4-((trans-4-((dimethylamino)methyl)cyclohexyl)amino)quinolin-3-yl)ethanone), ClC1=C(C(=CC(=C1)B1OC(C(O1)(C)C)(C)C)F)O (2-chloro-6-fluoro-4-(4,4,5,5-tetramethyl-1,3,2-dioxaborolan-2-yl)phenol). Yields the product ClC=1C=C(C=C(C1O)F)C=1C=C2C(=C(C=NC2=CC1)C(C)=O)N[C@@H]1CC[C@H](CC1)CN(C)C (1-(6-(3-chloro-5-fluoro-4-hydroxyphenyl)-4-((trans-4-((dimethylamino)methyl)cyclohexyl)amino)quinolin-3-yl)ethanone). The yield is 64.6%. As a reaction SMILES: Br[C:2]1[CH:3]=[C:4]2[C:9](=[CH:10][CH:11]=1)[N:8]=[CH:7][C:6]([C:12](=[O:14])[CH3:13])=[C:5]2[NH:15][C@H:16]1[CH2:21][CH2:20][C@H:19]([CH2:22][N:23]([CH3:25])[CH3:24])[CH2:18][CH2:17]1.[Cl:26][C:27]1[CH:32]=[C:31](B2OC(C)(C)C(C)(C)O2)[CH:30]=[C:29]([F:42])[C:28]=1[OH:43]>>[Cl:26][C:27]1[CH:32]=[C:31]([C:2]2[CH:3]=[C:4]3[C:9](=[CH:10][CH:11]=2)[N:8]=[CH:7][C:6]([C:12](=[O:14])[CH3:13])=[C:5]3[NH:15][C@H:16]2[CH2:21][CH2:20][C@H:19]([CH2:22][N:23]([CH3:24])[CH3:25])[CH2:18][CH2:17]2)[CH:30]=[C:29]([F:42])[C:28]=1[OH:43]. Procedure: Following general procedure D, 1-(6-bromo-4-((trans-4-((dimethylamino)methyl)cyclohexyl)amino)quinolin-3-yl)ethanone (32 mg, 0.079 mmol) was reacted with 2-chloro-6-fluoro-4-(4,4,5,5-tetramethyl-1,3,2-dioxaborolan-2-yl)phenol (32 mg, 0.118 mmol) to afford the desired product (24.0 mg, 65%) as a yellow solid. 1H NMR (500 MHz, MeOD) δ 8.91 (s, 1H), 8.33 (d, J=1.9 Hz, 1H), 7.97 (dd, J=8.7, 1.9 Hz, 1H), 7.87 (d, J=8.7 Hz, 1H), 7.47 (s, 1H), 7.37 (d, J=11.8 Hz, 1H), 4.27-4.18 (m, H), 2.69 (s, 3H), 2.... Reaction SMILES: [OH-].[Na+].[I-:3].[Na+].[OH:5][C:6]1[CH:7]=[C:8]([CH:12]=[CH:13][CH:14]=1)[C:9]([OH:11])=[O:10].Cl[O-].[K+]>CO>[OH:5][C:6]1[CH:7]=[C:8]([CH:12]=[CH:13][C:14]=1[I:3])[C:9]([OH:11])=[O:10] |f:0.1,2.3,5.6|. Run at temperature 0 celsius, time 2 hour. The reactants are Cl[O-].[K+] (potassium hypochlorite), [OH-].[Na+] (sodium hydroxide), [I-].[Na+] (sodium iodide), OC=1C=C(C(=O)O)C=CC1 (3-hydroxybenzoic acid). Product: OC=1C=C(C(=O)O)C=CC1I (3-hydroxy-4-iodobenzoic acid). Solvent: CO (methanol). Procedure: 21.0 g (0.52 mol, 1.05 eq) of sodium hydroxide and then 78.7 g (0.52 mol, 1.05 eq) of sodium iodide are added to a solution of 69.1 g (0.5 mol, 1 eq) of 3-hydroxybenzoic acid in 700 ml of methanol. The reaction mixture is cooled to 0° C. and potassium hypochlorite solution (0.52 mol, 1.05 eq) is then added dropwise. The reaction medium is stirred at 0-5° C. for 2 hours and then at room temperature overnight. The methanol is evaporated off and the reaction medium is then acidified with concentrat... Yield: 91.7%.